Dataset: the Open Reaction Database (ORD), a public repository of structured organic reaction records. Task: describe an organic reaction: reactants, conditions, products, and yield Starting materials: CC1(c2ccc3cc(Sc4cccc(OCc5ccccc5)c4)ccc3c2)COC(=O)N1, CCO, [Li+], [OH-], O. The product is CC(N)(CO)c1ccc2cc(Sc3cccc(OCc4ccccc4)c3)ccc2c1. As a reaction SMILES: [CH2:1]([c:2]1[cH:3][cH:4][cH:5][cH:6][cH:7]1)[O:8][c:9]1[cH:10][c:11]([S:15][c:16]2[cH:17][c:18]3[cH:19][cH:20][c:21]([C:26]4([CH3:32])[NH:27][C:28](=[O:31])[O:29][CH2:30]4)[cH:22][c:23]3[cH:24][cH:25]2)[cH:12][cH:13][cH:14]1.[CH3:33][CH2:34][OH:35].[Li+:37].[OH-:38].[OH2:36]>>[CH2:1]([c:2]1[cH:3][cH:4][cH:5][cH:6][cH:7]1)[O:8][c:9]1[cH:10][c:11]([S:15][c:16]2[cH:17][c:18]3[cH:19][cH:20][c:21]([C:26]([NH2:27])([CH2:30][OH:29])[CH3:32])[cH:22][c:23]3[cH:24][cH:25]2)[cH:12][cH:13][cH:14]1. Starting materials: Fc1c(Cl)cccc1CBr, [C-]#N, [K+], [K+], CN(C)C=O, [OH-], O. Yields the product O=C(O)Cc1cccc(Cl)c1F. Reaction SMILES: [Br:1][CH2:2][c:3]1[c:4]([F:10])[c:5]([Cl:9])[cH:6][cH:7][cH:8]1.[C-:11]#[N:12].[K+:13].[K+:15].[O:16]=[CH:17][N:18]([CH3:19])[CH3:20].[OH-:14].[OH2:21]>>[CH2:2]([c:3]1[c:4]([F:10])[c:5]([Cl:9])[cH:6][cH:7][cH:8]1)[C:17](=[O:14])[OH:16]. Reactants: ClC1=C(CN2C3=CC=CC=C3C=3C=C(N=CC23)C(=O)OC)C=C(C=C1)Cl (methyl 9-(2,5-dichlorobenzyl)-9H-β-carboline-3-carboxylate), [BH4-].[Na+] (sodium borohydride). The solvent is C(C)O (ethanol). Product: ClC1=C(CN2C3=CC=CC=C3C=3C=C(N=CC23)CO)C=C(C=C1)Cl ([9-(2,5-Dichlorobenzyl)-9H-β-carbolin-3-yl]methanol). Isolated yield 90.8%. RXN SMILES: [Cl:1][C:2]1[CH:25]=[CH:24][C:23]([Cl:26])=[CH:22][C:3]=1[CH2:4][N:5]1[C:17]2[CH:16]=[N:15][C:14]([C:18](OC)=[O:19])=[CH:13][C:12]=2[C:11]2[C:6]1=[CH:7][CH:8]=[CH:9][CH:10]=2.[BH4-].[Na+]>C(O)C>[Cl:1][C:2]1[CH:25]=[CH:24][C:23]([Cl:26])=[CH:22][C:3]=1[CH2:4][N:5]1[C:17]2[CH:16]=[N:15][C:14]([CH2:18][OH:19])=[CH:13][C:12]=2[C:11]2[C:6]1=[CH:7][CH:8]=[CH:9][CH:10]=2 |f:1.2|. Procedure: A mixture of methyl 9-(2,5-dichlorobenzyl)-9H-β-carboline-3-carboxylate (13.05 g, 0.0339 mol), and sodium borohydride (3 g, 0.079 mol) was stirred and refluxed in anhydrous ethanol (200 mL) for 15 h. The ethanol was evaporated, and the residue partitioned between 10% aqueous Na2CO3 (100 mL) and methylene chloride (100 mL). The organic phase was dried over MgSO4, evaporated, and the residue crystallized from ether, affording the title product as an ivory-colored solid (11 g, 91%).